Dataset: the Open Reaction Database (ORD), a public repository of structured organic reaction records. Task: describe an organic reaction: reactants, conditions, products, and yield Run in C(C)(=O)OCC (ethyl acetate), C(C)#N (acetonitrile). Product: [Br-].O=C(C[N+]12C[C@@H](C(CC1)CC2)OC(C(N2CCCCC2)C2=CC=CC=C2)=O)C2=CSC=C2 ((3R)-1-(2-oxo-2-(thiophen-3-yl)ethyl)-3-(2-phenyl-2-(piperidin-1-yl)acetoxy)-1-azoniabicyclo[2.2.2]octane bromide). Run at time 24 hour. Reaction SMILES: [Br:1][CH2:2][C:3]([C:5]1[CH:9]=[CH:8][S:7][CH:6]=1)=[O:4].[C:10]1([CH:16]([N:28]2[CH2:33][CH2:32][CH2:31][CH2:30][CH2:29]2)[C:17]([O:19][C@@H:20]2[CH:25]3[CH2:26][CH2:27][N:22]([CH2:23][CH2:24]3)[CH2:21]2)=[O:18])[CH:15]=[CH:14][CH:13]=[CH:12][CH:11]=1.CCOCC>C(OCC)(=O)C.C(#N)C>[Br-:1].[O:4]=[C:3]([C:5]1[CH:9]=[CH:8][S:7][CH:6]=1)[CH2:2][N+:22]12[CH2:23][CH2:24][CH:25]([CH2:26][CH2:27]1)[C@@H:20]([O:19][C:17](=[O:18])[CH:16]([C:10]1[CH:11]=[CH:12][CH:13]=[CH:14][CH:15]=1)[N:28]1[CH2:29][CH2:30][CH2:31][CH2:32][CH2:33]1)[CH2:21]2 |f:5.6|. Starting materials: BrCC(=O)C1=CSC=C1 (2-Bromo-1-(thiophen-3-yl)ethanone), C1(=CC=CC=C1)C(C(=O)O[C@H]1CN2CCC1CC2)N2CCCCC2 ((R)-quinuclidin-3-yl 2-phenyl-2-(piperidin-1-yl)acetate), CCOCC (Et2O). Isolated yield 75.0%. Procedure details: 2-Bromo-1-(thiophen-3-yl)ethanone (54.9 mg, 0.27 mmol) was added to a solution of (R)-quinuclidin-3-yl 2-phenyl-2-(piperidin-1-yl)acetate (80 mg, 0.24 mmol) in ethyl acetate (1.2 ml) and acetonitrile (1.2 ml). The reaction was stirred at room temperature for 24 h (UPLC-MS: complete conversion). The solvents were evaporated and the residue was purified first by flash chromatography (DCM/MeOH=92/8) and then by trituration with Et2O to obtain compound (3R)-1-(2-oxo-2-(thiophen-3-yl)ethyl)-3-(2-phen... Starting materials: C(Cl)C1CO1 (epichlorohydrin), O (water), aqueous solution, [OH-].[Na+] (sodium hydroxide), S (hydrogen sulfide). Solvent: CO (methanol). Reaction conditions: temperature 10 celsius. The product is ClCC(CSCC(CCl)O)O (bis(3-chloro-2-hydroxypropyl)sulfide). The yield is 96.0%. RXN SMILES: [CH2:1]([CH:3]1[O:5][CH2:4]1)[Cl:2].[OH2:6].[OH-].[Na+].[SH2:9]>CO>[Cl:2][CH2:1][CH:3]([OH:6])[CH2:4][S:9][CH2:4][CH:3]([OH:5])[CH2:1][Cl:2] |f:2.3|. Reported procedure: 185 g (2.0 mol) of epichlorohydrin, 30 g of water, 5 g of methanol and 1.5 g of 32% aqueous solution of sodium hydroxide were mixed together, and 35 g (1.0 mol) of hydrogen sulfide was blown into the mixture with stirring with the temperature of the solution being maintained at 5 to 15° C., thereby obtaining 210 g (0.96 mol, yield: 96%) of bis(3-chloro-2-hydroxypropyl)sulfide. Reactants: CCCc1nc2cnc3cc(Oc4ccc([N+](=O)[O-])cc4)ccc3c2n1CC(C)C, ClC(Cl)Cl, ClCCl, [NH4+], [OH-], O=C(OO)c1cccc(Cl)c1, Cc1ccc(S(=O)(=O)Cl)cc1. The product is CCCc1nc2c(N)nc3cc(Oc4ccc([N+](=O)[O-])cc4)ccc3c2n1CC(C)C. RXN SMILES: [CH3:12][CH:13]([CH2:14][n:15]1[c:16]([CH2:38][CH2:39][CH3:40])[n:17][c:18]2[cH:19][n:20][c:21]3[cH:22][c:23]([O:28][c:29]4[cH:30][cH:31][c:32]([N+:35](=[O:36])[O-:37])[cH:33][cH:34]4)[cH:24][cH:25][c:26]3[c:27]12)[CH3:41].[CH:55]([Cl:56])([Cl:57])[Cl:58].[Cl:59][CH2:60][Cl:61].[NH4+:42].[OH-:43].[OH:1][O:2][C:3]([c:4]1[cH:5][c:6]([Cl:7])[cH:8][cH:9][cH:10]1)=[O:11].[c:44]1([CH3:45])[cH:46][cH:47][c:48]([S:49]([Cl:50])(=[O:51])=[O:52])[cH:53][cH:54]1>>[CH3:12][CH:13]([CH2:14][n:15]1[c:16]([CH2:38][CH2:39][CH3:40])[n:17][c:18]2[c:19]([NH2:42])[n:20][c:21]3[cH:22][c:23]([O:28][c:29]4[cH:30][cH:31][c:32]([N+:35](=[O:36])[O-:37])[cH:33][cH:34]4)[cH:24][cH:25][c:26]3[c:27]12)[CH3:41]. The reactants are Cl.C1(CC1)COC1=C(C=CC(=C1)F)C1=C2C(=NC=C1)C(=C(N2)C)C(=O)NC2CCNCC2 (7-[2-(cyclopropylmethoxy)-4-fluorophenyl]-2-methyl-N-(piperidin-4-yl)-1H-pyrrolo[3,2-b]pyridine-3-carboxamide hydrochloride), COCC(=O)Cl (methoxy-acetyl chloride). The product is C1(CC1)COC1=C(C=CC(=C1)F)C1=C2C(=NC=C1)C(=C(N2)C)C(=O)NC2CCN(CC2)C(COC)=O (7-[2-(Cyclopropylmethoxy)-4-fluorophenyl]-N-[1-(methoxyacetyl)piperidin-4-yl]-2-methyl-1H-pyrrolo[3,2-b]pyridine-3-carboxamide). As a reaction SMILES: Cl.[CH:2]1([CH2:5][O:6][C:7]2[CH:12]=[C:11]([F:13])[CH:10]=[CH:9][C:8]=2[C:14]2[CH:19]=[CH:18][N:17]=[C:16]3[C:20]([C:24]([NH:26][CH:27]4[CH2:32][CH2:31][NH:30][CH2:29][CH2:28]4)=[O:25])=[C:21]([CH3:23])[NH:22][C:15]=23)[CH2:4][CH2:3]1.[CH3:33][O:34][CH2:35][C:36](Cl)=[O:37]>>[CH:2]1([CH2:5][O:6][C:7]2[CH:12]=[C:11]([F:13])[CH:10]=[CH:9][C:8]=2[C:14]2[CH:19]=[CH:18][N:17]=[C:16]3[C:20]([C:24]([NH:26][CH:27]4[CH2:28][CH2:29][N:30]([C:36](=[O:37])[CH2:35][O:34][CH3:33])[CH2:31][CH2:32]4)=[O:25])=[C:21]([CH3:23])[NH:22][C:15]=23)[CH2:4][CH2:3]1 |f:0.1|. Procedure details: Starting from 7-[2-(cyclopropylmethoxy)-4-fluorophenyl]-2-methyl-N-(piperidin-4-yl)-1H-pyrrolo[3,2-b]pyridine-3-carboxamide hydrochloride (example D.f4) and commercially available methoxy-acetyl chloride the title compound is obtained as colorless solid.